Task: describe an organic reaction: reactants, conditions, products, and yield. Dataset: the Open Reaction Database (ORD), a public repository of structured organic reaction records Reactants: C(COCCO)O (diethylene glycol), BrCCCCCC(=O)O (6-bromo hexanoic acid). The reagents and catalysts are C1(=CC=C(C=C1)S(=O)(=O)O)C (para-toluene sulphonic acid). Run in C1(=CC=CC=C1)C (toluene). Yields the product BrCCCCCC(=O)OCCOCCOC(CCCCCBr)=O (6-bromohexanoic acid 2-[2-(6-bromohexanoyloxy)-ethoxy]-ethyl ester). Yield: 92.2%. As a reaction SMILES: [CH2:1]([OH:7])[CH2:2][O:3][CH2:4][CH2:5][OH:6].[Br:8][CH2:9][CH2:10][CH2:11][CH2:12][CH2:13][C:14]([OH:16])=O>C1(C)C=CC=CC=1.C1(C)C=CC(S(O)(=O)=O)=CC=1>[Br:8][CH2:9][CH2:10][CH2:11][CH2:12][CH2:13][C:14]([O:7][CH2:1][CH2:2][O:3][CH2:4][CH2:5][O:6][C:14](=[O:16])[CH2:13][CH2:12][CH2:11][CH2:10][CH2:9][Br:8])=[O:16]. Reported procedure: Into a 3-liter 4-neck round bottom flask equipped with a mechanical stirrer was added a solution of diethylene glycol (100 g), 6-bromo hexanoic acid (386 g) and para-toluene sulphonic acid (5 g) in toluene (1000 ml). The solution was refluxed for 3 hours using a Dean-Stark apparatus with azeotropic removal of water. The solution was cooled to room temperature. The toluene layer was washed with 5% sodium bicarbonate solution (1500 ml) and water (1000 ml). The solution was dried over anhydrous sod... Starting materials: ClC(COC(=O)NCC(=O)O)(Cl)Cl (N-trichloroethoxycarbonylglycine), [K] (potassium), CS(=O)(=O)Cl (methanesulfonyl chloride), CC(C)CCC[C@@H](C)CCC[C@@H](C)CCC\C(\C)=C\CO (phytol). Reagents/catalysts: CN(C)C1=CC=NC=C1 (4-(N,N-dimethylamino)pyridine), [Zn] (zinc). Run in C(Cl)Cl (methylene chloride), C(C)(=O)OCC (ethyl acetate), O1CCCC1 (tetrahydrofuran). Conditions: temperature -50 celsius, time 1 hour. The product is glycylphytyl hydrochloride. Isolated yield 93.3%. RXN SMILES: ClC(Cl)(Cl)COC([NH:7][CH2:8][C:9]([OH:11])=O)=O.CS([Cl:18])(=O)=O.[CH3:19][CH:20]([CH2:22][CH2:23][CH2:24][C@H:25]([CH2:27][CH2:28][CH2:29][C@H:30]([CH2:32][CH2:33][CH2:34]/[C:35](=[CH:37]/[CH2:38]O)/[CH3:36])[CH3:31])[CH3:26])[CH3:21].[K]>CN(C1C=CN=CC=1)C.C(Cl)Cl.O1CCCC1.[Zn].C(OCC)(=O)C>[NH2:7][CH2:8][C:9]([ClH:18][CH2:38]/[CH:37]=[C:35](/[CH2:34][CH2:33][CH2:32][C@@H:30]([CH2:29][CH2:28][CH2:27][C@@H:25]([CH2:24][CH2:23][CH2:22][CH:20]([CH3:21])[CH3:19])[CH3:26])[CH3:31])\[CH3:36])=[O:11] |^1:39|. Procedure details: A solution of 5.00 g of N-trichloroethoxycarbonylglycine and 6.10 g of 4-(N,N-dimethylamino)pyridine dissolved in 35 ml of methylene chloride was cooled to -50° C. Thereinto was dropped 2.10 g of methanesulfonyl chloride. After the completion of the dropping, the resulting mixture was stirred at the same temperature for 1 hour. Thereinto was dropped 4.93 g of phytol at the same temperature, after which the temperature of the reaction mixture was elevated to room temperature in 6 hours. The react... Starting materials: COC1=CC=C(C=C1)[C@@H](C)OC(NC=1C(=NOC1C1=CC=C(C=C1)Br)C)=O ([5-(4-bromo-phenyl)-3-methyl-isoxazol-4-yl]-carbamic acid (R)-1-(4-methoxy-phenyl)-ethyl ester), C(C)OC(=O)C1(CC1)C1=CC=C(C=C1)B1OC(C(O1)(C)C)(C)C (1-[4-(4,4,5,5-tetramethyl-[1,3,2]dioxaborolan-2-yl)-phenyl]-cyclopropanecarboxylic acid ethyl ester). The product is C(C)OC(=O)C1(CC1)C1=CC=C(C=C1)C1=CC=C(C=C1)C1=C(C(=NO1)C)NC(=O)O[C@H](C)C1=CC=C(C=C1)OC (1-(4′-{4-[(R)-1-(4-Methoxy-phenyl)-ethoxycarbonylamino]-3-methyl-isoxazol-5-yl}-biphenyl-4-yl)-cyclopropanecarboxylic acid ethyl ester). Reported procedure: Prepared according to the procedure described in Example 6, Step 3 using [5-(4-bromo-phenyl)-3-methyl-isoxazol-4-yl]-carbamic acid (R)-1-(4-methoxy-phenyl)-ethyl ester and 1-[4-(4,4,5,5-tetramethyl-[1,3,2]dioxaborolan-2-yl)-phenyl]-cyclopropanecarboxylic acid ethyl ester. As a reaction SMILES: [CH3:1][O:2][C:3]1[CH:8]=[CH:7][C:6]([C@H:9]([O:11][C:12](=[O:27])[NH:13][C:14]2[C:15]([CH3:26])=[N:16][O:17][C:18]=2[C:19]2[CH:24]=[CH:23][C:22](Br)=[CH:21][CH:20]=2)[CH3:10])=[CH:5][CH:4]=1.[CH2:28]([O:30][C:31]([C:33]1([C:36]2[CH:41]=[CH:40][C:39](B3OC(C)(C)C(C)(C)O3)=[CH:38][CH:37]=2)[CH2:35][CH2:34]1)=[O:32])[CH3:29]>>[CH2:28]([O:30][C:31]([C:33]1([C:36]2[CH:41]=[CH:40][C:39]([C:22]3[CH:23]=[CH:24][C:19]([C:18]4[O:17][N:16]=[C:15]([CH3:26])[C:14]=4[NH:13][C:12]([O:11][C@@H:9]([C:6]4[CH:7]=[CH:8][C:3]([O:2][CH3:1])=[CH:4][CH:5]=4)[CH3:10])=[O:27])=[CH:20][CH:21]=3)=[CH:38][CH:37]=2)[CH2:34][CH2:35]1)=[O:32])[CH3:29]. Reactants: NC(CSCc1ccccc1)C(=O)O, N#CO[K]. Yields the product NC(=O)NC(CSCc1ccccc1)C(=O)O. Reaction SMILES: [CH2:1]([c:2]1[cH:3][cH:4][cH:5][cH:6][cH:7]1)[S:8][CH2:9][CH:10]([NH2:11])[C:12](=[O:13])[OH:14].[K:15][O:16][C:17]#[N:18]>>[CH2:1]([c:2]1[cH:3][cH:4][cH:5][cH:6][cH:7]1)[S:8][CH2:9][CH:10]([NH:11][C:17](=[O:16])[NH2:18])[C:12](=[O:13])[OH:14]. The reactants are COC1=NC(=C(C=C1NC(OC1=CC=CC=C1)=O)CCC)C (Phenyl N-(2-methoxy-6-methyl-5-propylpyridin-3-yl)carbamate), COC1=C(C=CC=C1)N1CCNCC1 (1-(2-methoxyphenyl)piperazine). Product: COC1=NC(=C(C=C1NC(=O)N1CCN(CC1)C1=C(C=CC=C1)OC)CCC)C (1-[(2-Methoxy-6-methyl-5-propylpyridin-3-yl)aminocarbonyl]-4-(2-methoxyphenyl)piperazine). Yield: 71.0%. Reaction SMILES: [CH3:1][O:2][C:3]1[C:8]([NH:9][C:10](=[O:18])OC2C=CC=CC=2)=[CH:7][C:6]([CH2:19][CH2:20][CH3:21])=[C:5]([CH3:22])[N:4]=1.[CH3:23][O:24][C:25]1[CH:30]=[CH:29][CH:28]=[CH:27][C:26]=1[N:31]1[CH2:36][CH2:35][NH:34][CH2:33][CH2:32]1>>[CH3:1][O:2][C:3]1[C:8]([NH:9][C:10]([N:34]2[CH2:33][CH2:32][N:31]([C:26]3[CH:27]=[CH:28][CH:29]=[CH:30][C:25]=3[O:24][CH3:23])[CH2:36][CH2:35]2)=[O:18])=[CH:7][C:6]([CH2:19][CH2:20][CH3:21])=[C:5]([CH3:22])[N:4]=1. Reported procedure: Phenyl N-(2-methoxy-6-methyl-5-propylpyridin-3-yl)carbamate and 1-(2-methoxyphenyl)piperazine were reacted by the same way with the example 1 to obtain the titled compound. Starting materials: O1CCOC12CCOCC2 (1,4,8-Trioxaspiro[4.5]decane), O (water), Example 13 ( 13a ), solution, FC(S(=O)(=O)O[Si](C)(C)C)(F)F (trimethylsilyl trifluoromethanesulfonate). Run in O1CCCC1 (tetrahydrofuran), O1CCCC1 (tetrahydrofuran). Run at temperature -50 celsius, time 18 hour. The product is O1CCC(CC1)OCCO (2-(Tetrahydro-2H-pyran-4-yloxy)ethanol). The yield is 88.9%. RXN SMILES: [O:1]1[C:5]2([CH2:10][CH2:9][O:8][CH2:7][CH2:6]2)[O:4][CH2:3][CH2:2]1.FC(F)(F)S(O[Si](C)(C)C)(=O)=O.O>O1CCCC1>[O:8]1[CH2:9][CH2:10][CH:5]([O:4][CH2:3][CH2:2][OH:1])[CH2:6][CH2:7]1. Procedure: 1,4,8-Trioxaspiro[4.5]decane (0.43 g, 3.0 mmol) produced in Reference Example 13 (13a) was dissolved in tetrahydrofuran (1.0 mL), and the resulting mixture was cooled to −50° C. Subsequently, a 1.0M solution of borane-tetrahydrofuran complex in tetrahydrofuran (3.6 mL) and trimethylsilyl trifluoromethanesulfonate (33 mg, 0.15 mmol) were added. The resulting mixture was warmed to room temperature, followed by stirring for 18 hours. A small amount of water was added, and then the resulting mixture... Starting materials: O (water), [H-].[Na+] (NaH), N1C(=CC=C1)C=O (pyrrol-2-carbaldehyde), bromo, C1(=CC=CC=C1)C (toluene). Solvent: C1CCOC1 (THF). Run at temperature 0 celsius, time 0.5 hour. Yields the product N1=CC(=CC2=CC=CC=C12)CN1C(=CC=C1)C=O (1-(3-quinolylmethyl)-1H-pyrrol-2-carbaldehyde). The yield is 54.0%. RXN SMILES: [H-].[Na+].[NH:3]1[CH:7]=[CH:6][CH:5]=[C:4]1[CH:8]=[O:9].O.[C:11]1([CH3:17])[CH:16]=[CH:15][CH:14]=[CH:13][CH:12]=1>C1COCC1>[N:3]1[C:16]2[C:11](=[CH:12][CH:13]=[CH:14][CH:15]=2)[CH:17]=[C:5]([CH2:6][N:3]2[CH:7]=[CH:6][CH:5]=[C:4]2[CH:8]=[O:9])[CH:4]=1 |f:0.1|. Procedure details: A suspension of 60% NaH (3.28 g) in THF (400 ml) was cooled to 0° C. under nitrogen atmosphere, and thereto was added pyrrol-2-carbaldehyde (7.81 g) in portions. To the mixture was added a solution of the above crude bromo compound in toluene, and the mixture was stirred at room temperature for 0.5 hour, and stirred at 40° C. for one hour, and further stirred at 50° C. for 2 hours. The mixture was cooled to room temperature, and poured into water, and extracted with ethyl acetate. The extract wa... Starting materials: FC1=C(C=CC(=C1)F)[C@@]1(CO[C@H](C[C@H]1CO)C1(CC1)C)NC(=S)NC(C1=CC=CC=C1)=O (rel-N-{[(3S,4R,6R)-3-(2,4-Difluorophenyl)-4-(hydroxymethyl)-6-(1-methylcyclopropyl)tetrahydro-2H-pyran-3-yl]carbamothioyl}benzamide), C(C1=CC=CC=C1)OC[C@H]1C[C@@H]2[C@@](N=C(SC2)NC(C2=CC=CC=C2)=O)(CO1)C1=C(C=C(C=C1)F)F (N-[(4aR,6R,8aS)-6-[(benzyloxy)methyl]-8a-(2,4-difluorophenyl)-4,4a,5,6,8,8a-hexahydropyrano[3,4-d][1,3]thiazin-2-yl]benzamide). Product: FC1=C(C=CC(=C1)F)[C@@]12N=C(SC[C@@H]1C[C@@H](OC2)C2(CC2)C)NC(C2=CC=CC=C2)=O (rel-N-[(4aR,6R,8aS)-8a-(2,4-difluorophenyl)-6-(1-methylcyclopropyl)-4,4a,5,6,8,8a-hexahydropyrano[3,4-d][1,3]thiazin-2-yl]benzamide). RXN SMILES: [F:1][C:2]1[CH:7]=[C:6]([F:8])[CH:5]=[CH:4][C:3]=1[C@@:9]1([NH:21][C:22]([NH:24][C:25](=[O:32])[C:26]2[CH:31]=[CH:30][CH:29]=[CH:28][CH:27]=2)=[S:23])[C@H:14]([CH2:15]O)[CH2:13][C@H:12]([C:17]2([CH3:20])[CH2:19][CH2:18]2)[O:11][CH2:10]1.C(OC[C@@H]1OC[C@]2(C3C=CC(F)=CC=3F)N=C(NC(=O)C3C=CC=CC=3)SC[C@@H]2C1)C1C=CC=CC=1>>[F:1][C:2]1[CH:7]=[C:6]([F:8])[CH:5]=[CH:4][C:3]=1[C@:9]12[CH2:10][O:11][C@@H:12]([C:17]3([CH3:20])[CH2:18][CH2:19]3)[CH2:13][C@H:14]1[CH2:15][S:23][C:22]([NH:24][C:25](=[O:32])[C:26]1[CH:27]=[CH:28][CH:29]=[CH:30][CH:31]=1)=[N:21]2. Procedure: rel-N-{[(3S,4R,6R)-3-(2,4-Difluorophenyl)-4-(hydroxymethyl)-6-(1-methylcyclopropyl)tetrahydro-2H-pyran-3-yl]carbamothioyl}benzamide (C59) was converted to the product using the method described for synthesis of N-[(4aR,6R,8aS)-6-[(benzyloxy)methyl]-8a-(2,4-difluorophenyl)-4,4a,5,6,8,8a-hexahydropyrano[3,4-d][1,3]thiazin-2-yl]benzamide (C8) in Preparation P1. The product was obtained as a white solid. Yield: 1.1 g, 16.8 mmol. LCMS m/z 443 [M+H+]. The reactants are C1(=CC=CC=C1)CC(=O)N=C=O (phenylacetyl isocyanate), NC1=CC(=C(OC2=CC(=NC=C2)NC(N(C2CCN(CC2)C)C)=O)C=C1)F (3-[4-(4-Amino-2-fluorophenoxy)pyridin-2-yl]-1-methyl-1-(1-methylpiperidin-4-yl)urea), C(C)OCC (diethyl ether), CCCCCC (hexane). Solvent: FC1=C(OC2=CC(=NC=N2)NC(=O)N2CCCC2)C=CC(=C1)NC(=S)NC(CC1=CC=CC=C1)=O (Pyrrolidine-1-carboxylic acid {6-[2-fluoro-4-(3-phenylacetylthioureido)phenoxy]pyrimidin-4-yl}amide), O1CCCC1 (tetrahydrofuran). Reaction conditions: time 1 hour. The product is FC1=C(OC2=CC(=NC=C2)NC(N(C2CCN(CC2)C)C)=O)C=CC(=C1)NC(=O)NC(CC1=CC=CC=C1)=O (3-{4-[2-Fluoro-4-(3-phenylacetylureido)phenoxy]pyridin-2-yl]-1-methyl-1-(1-methylpiperidin-4-yl)urea). Isolated yield 88.1%. Reaction SMILES: [NH2:1][C:2]1[CH:26]=[CH:25][C:5]([O:6][C:7]2[CH:12]=[CH:11][N:10]=[C:9]([NH:13][C:14](=[O:24])[N:15]([CH3:23])[CH:16]3[CH2:21][CH2:20][N:19]([CH3:22])[CH2:18][CH2:17]3)[CH:8]=2)=[C:4]([F:27])[CH:3]=1.[C:28]1([CH2:34][C:35]([N:37]=[C:38]=[O:39])=[O:36])[CH:33]=[CH:32][CH:31]=[CH:30][CH:29]=1.C(OCC)C.CCCCCC>O1CCCC1.FC1C=C(NC(NC(=O)CC2C=CC=CC=2)=S)C=CC=1OC1N=CN=C(NC(N2CCCC2)=O)C=1>[F:27][C:4]1[CH:3]=[C:2]([NH:1][C:38]([NH:37][C:35](=[O:36])[CH2:34][C:28]2[CH:29]=[CH:30][CH:31]=[CH:32][CH:33]=2)=[O:39])[CH:26]=[CH:25][C:5]=1[O:6][C:7]1[CH:12]=[CH:11][N:10]=[C:9]([NH:13][C:14](=[O:24])[N:15]([CH3:23])[CH:16]2[CH2:17][CH2:18][N:19]([CH3:22])[CH2:20][CH2:21]2)[CH:8]=1. Procedure details: 3-[4-(4-Amino-2-fluorophenoxy)pyridin-2-yl]-1-methyl-1-(1-methylpiperidin-4-yl)urea (50.0 mg) was dissolved in tetrahydrofuran (2 ml) under a nitrogen atmosphere, and then a solution of phenylacetyl isocyanate in toluene (0.80 ml, 0.5 M solution in toluene, Production Example 1) was added thereto, followed by stirring for 1 hr. The reaction mixture was partitioned between ethyl acetate and a saturated aqueous solution of sodium hydrogencarbonate. The organic layer was washed with a saturated aqu...